This data is from the Open Reaction Database (ORD), a public repository of structured organic reaction records. The task is: describe an organic reaction: reactants, conditions, products, and yield Starting materials: FC1=C(C=CC(=C1)S(=O)(=O)C)O (2-fluoro-4-methanesulfonyl-phenol), FC1=C(C=CC(=C1)S(=O)(=O)C)O (2-fluoro-4-methanesulfonyl-phenol), ClC1=C2C(=NC=N1)N(N=C2)C2CCN(CC2)C2=NC(=NO2)C(C)C (4-chloro-1-[1-(3-isopropyl-[1,2,4]oxadiazol-5-yl)-piperidin-4-yl]-1H-pyrazolo[3,4-d]pyrimidine), ClC1=C2C(=NC=N1)N(N=C2)C2CCN(CC2)C2=NC(=NO2)C(C)C (4-chloro-1-[1-(3-isopropyl-[1,2,4]oxadiazol-5-yl)-piperidin-4-yl]-1H-pyrazolo[3,4-d]pyrimidine), C([O-])([O-])=O.[K+].[K+] (potassium carbonate). Solvent: CN(C)C=O (DMF). Conditions: temperature 180 celsius. Yields the product FC1=C(OC2=C3C(=NC=N2)N(N=C3)C3CCN(CC3)C3=NC(=NO3)C(C)C)C=CC(=C1)S(=O)(=O)C (4-(2-fluoro-4-methanesulfonyl-phenoxy)-1-[1-(3-isopropyl-[1,2,4]oxadiazol-5-yl)-piperidin-4-yl]-1H-pyrazolo[3,4-d]pyrimidine). The yield is 13.3%. Reaction SMILES: [F:1][C:2]1[CH:7]=[C:6]([S:8]([CH3:11])(=[O:10])=[O:9])[CH:5]=[CH:4][C:3]=1[OH:12].Cl[C:14]1[N:19]=[CH:18][N:17]=[C:16]2[N:20]([CH:23]3[CH2:28][CH2:27][N:26]([C:29]4[O:33][N:32]=[C:31]([CH:34]([CH3:36])[CH3:35])[N:30]=4)[CH2:25][CH2:24]3)[N:21]=[CH:22][C:15]=12.C(=O)([O-])[O-].[K+].[K+]>CN(C=O)C>[F:1][C:2]1[CH:7]=[C:6]([S:8]([CH3:11])(=[O:9])=[O:10])[CH:5]=[CH:4][C:3]=1[O:12][C:14]1[N:19]=[CH:18][N:17]=[C:16]2[N:20]([CH:23]3[CH2:24][CH2:25][N:26]([C:29]4[O:33][N:32]=[C:31]([CH:34]([CH3:36])[CH3:35])[N:30]=4)[CH2:27][CH2:28]3)[N:21]=[CH:22][C:15]=12 |f:2.3.4|. Procedure: A mixture of 2-fluoro-4-methanesulfonyl-phenol (Intermediate 1; 20 mg, 0.1 mmol), 4-chloro-1-[1-(3-isopropyl-[1,2,4]oxadiazol-5-yl)-piperidin-4-yl]-1H-pyrazolo[3,4-d]pyrimidine (Intermediate 22; 31 mg, 0.09 mmol) and potassium carbonate (14 mg, 0.1 mmol) in DMF (2 mL) was heated in a Biotage Optimizer microwave at 180° C. for 10 min. The mixture was cooled and filtered through Celite, concentrated and held under vacuum. The residue was purified on a silica column (ISCO 4 g) eluting with 0-3% met... The reactants are [H-].[Al+3].[Li+].[H-].[H-].[H-] (lithium aluminum hydride), O1C(OCC1)C1=CC(=C(S1)CC)C(=O)OCC (ethyl 5-(1,3-dioxolan-2-yl)-2-ethylthiophene-3-carboxylate), O (Water). The reagents and catalysts are [O-2].[O-2].[Mn+4] (manganese dioxide). Run in O1CCCC1 (tetrahydrofuran), O1CCCC1 (tetrahydrofuran). Conditions: time 1 hour. The product is O1C(OCC1)C1=CC(=C(S1)CC)C=O (5-(1,3-dioxolan-2-yl)-2-ethylthiophene-3-carbaldehyde). The yield is 88.2%. As a reaction SMILES: [O:1]1[CH2:5][CH2:4][O:3][CH:2]1[C:6]1[S:10][C:9]([CH2:11][CH3:12])=[C:8]([C:13](OCC)=[O:14])[CH:7]=1.[H-].[Al+3].[Li+].[H-].[H-].[H-].O>O1CCCC1.[O-2].[O-2].[Mn+4]>[O:1]1[CH2:5][CH2:4][O:3][CH:2]1[C:6]1[S:10][C:9]([CH2:11][CH3:12])=[C:8]([CH:13]=[O:14])[CH:7]=1 |f:1.2.3.4.5.6,9.10.11|. Procedure: To a solution of ethyl 5-(1,3-dioxolan-2-yl)-2-ethylthiophene-3-carboxylate (8.71 g) synthesized above in tetrahydrofuran (170 mL) was added lithium aluminum hydride (2.58 g) at 0° C., and the mixture was stirred for 1 hr. Water (5.20 mL) was added to quench the reaction, 1N aqueous sodium hydroxide solution (5.20 mL) was added, and the mixture was stirred at room temperature for 1 hr. The resulting insoluble material was filtered off, and the filtrate was concentrated under reduced pressure to ... Reactants: FC(C(C(C(F)(F)F)(F)F)(F)F)(S(=O)(=O)F)F (perfluorobutane-1-sulfonic acid fluoride), O[C@H]1[C@@H]2[C@H]3CCC(C=C3CC[C@H]2[C@@H]2CCC([C@@]2(C)C1)=O)=O (11α-hydroxy-estr-4-ene-3,17-dione). The solvent is C1(=CC=CC=C1)C (toluene), N12CCCCCC2=NCCC1 (1,8-diazabicyclo[5,4,0]undec-7-ene), C(C)(=O)OCC (ethyl acetate). Run at time 30 minute. Yields the product F[C@@H]1[C@@H]2[C@H]3CCC(C=C3CC[C@H]2[C@@H]2CCC([C@@]2(C)C1)=O)=O (11β-Fluoro-estr-4-ene-3,17-dione). RXN SMILES: F[C:2]([F:17])(S(F)(=O)=O)[C:3](F)(F)[C:4](F)(F)[C:5](F)(F)F.O[C@@H]1C[C@@]2(C)[C@@H:30]([CH2:31][CH2:32][C:33]2=[O:37])[C@H:29]2[C@H:20]1[C@@H:21]1[C:26]([CH2:27][CH2:28]2)=[CH:25][C:24](=[O:38])[CH2:23][CH2:22]1>C1(C)C=CC=CC=1.N12CCCN=C1CCCCC2.C(OCC)(=O)C>[F:17][C@H:2]1[CH2:3][C@@:4]2([CH3:5])[C@@H:30]([CH2:31][CH2:32][C:33]2=[O:37])[C@H:29]2[C@H:20]1[C@@H:21]1[C:26]([CH2:27][CH2:28]2)=[CH:25][C:24](=[O:38])[CH2:23][CH2:22]1. Procedure details: 4.6 ml of perfluorobutane-1-sulfonic acid fluoride is added in drops to 5.0 g of 11α-hydroxy-estr-4-ene-3,17-dione in 100 ml of toluene and 7.3 ml of 1,8-diazabicyclo[5,4,0]undec-7-ene at 0° C. After 30 minutes, the solution is diluted with ethyl acetate, washed with saturated sodium chloride solution, dried and concentrated by evaporation in a vacuum. After the crude product is chromatographed on silica gel with a hexane-ethyl acetate gradient, 3.8 g of 11β-fluoro-estr-4-ene-3,17-dione with a m... Starting materials: CC(=O)O, [BH3-]C#N, CO, O=Cc1ccccc1, Nc1cc(Cl)cc(Cl)c1, [Na+]. The product is Clc1cc(Cl)cc(NCc2ccccc2)c1. As a reaction SMILES: [C:18]([OH:19])(=[O:20])[CH3:21].[C:22]([BH3-:23])#[N:24].[CH3:26][OH:27].[CH:1](=[O:2])[c:3]1[cH:4][cH:5][cH:6][cH:7][cH:8]1.[NH2:9][c:10]1[cH:11][c:12]([Cl:13])[cH:14][c:15]([Cl:16])[cH:17]1.[Na+:25]>>[CH2:1]([c:3]1[cH:4][cH:5][cH:6][cH:7][cH:8]1)[NH:9][c:10]1[cH:11][c:12]([Cl:13])[cH:14][c:15]([Cl:16])[cH:17]1. Starting materials: NC1=C(C=C(C(=O)O)C=C1)S(N)(=O)=O (4-Amino-3-sulfamoylbenzoic acid), C(=S)(N1C=NC=C1)N1C=NC=C1 (thiocarbonyldiimidazole). Solvent: O1CCOCC1 (dioxane). Run at time 30 minute. The product is N1(C=NC=C1)C1=NS(C2=C(N1)C=CC(=C2)C(=O)O)(=O)=O (3-(Imidazol-1-yl)-4H-1,2,4-benzothiadiazine-7-carboxylic acid 1,1-dioxide). Isolated yield 55.5%. RXN SMILES: [NH2:1][C:2]1[CH:10]=[CH:9][C:5]([C:6]([OH:8])=[O:7])=[CH:4][C:3]=1[S:11](=[O:14])(=[O:13])[NH2:12].[C:15](N1C=CN=C1)([N:17]1[CH:21]=[CH:20][N:19]=[CH:18]1)=S>O1CCOCC1>[N:17]1([C:15]2[NH:1][C:2]3[CH:10]=[CH:9][C:5]([C:6]([OH:8])=[O:7])=[CH:4][C:3]=3[S:11](=[O:14])(=[O:13])[N:12]=2)[CH:21]=[CH:20][N:19]=[CH:18]1. Procedure: 4-Amino-3-sulfamoylbenzoic acid (6 g) and thiocarbonyldiimidazole (23.2 g) in dioxane (60 mL) was refluxed for 2 h. The solvent was removed by distillation under reduced pressure. The residue was dispersed in water (200 mL) and supplemented with a 10% aqueous solution of NaOH (40 mL). After stirring for 30 min. at room temperature, the solution was treated with charcoal, filtered, and the filtrate was adjusted to pH 2 with 12N HCl. The resulting precipitate was collected by filtration, washed wi... Run in O1CCCC1 (tetrahydrofuran), O1CCCC1 (tetrahydrofuran). Product: C1(CC1)C1(C2=C(C3=C(C4=C1C=CC=C4)C=CC=C3)C=CC=C2)O (9-cyclopropyl-9H-tribenzo[a,c,e]cyclohepten-9-ol). Starting materials: C1(CC1)[Mg]Br (cyclopropylmagnesium bromide), C1=CC=CC=2C3=C(C(C4=C(C21)C=CC=C4)=O)C=CC=C3 (9H-tribenzo[a,c,e]cyclohepten-9-one), [Cl-].[NH4+] (ammonium chloride). Procedure: A solution of cyclopropylmagnesium bromide in dry tetrahydrofuran (prepared from cyclopropylbromide (4.54 g, 37.5 mmol), magnesium turnings (0.91 g, 37.5 mmol) and dry tetrahydrofuran (30 ml)) was placed under an atmosphere of nitrogen. A solution of 9H-tribenzo[a,c,e]cyclohepten-9-one (1.92 g, 7.5 mmol) (prepared according to W. Tochtermann, Chem. Ber., 97, 1329 (1964)) in tetrahydrofuran (20 ml) was added dropwise and when addition was complete the mixture was heated at reflux temperature for ... RXN SMILES: [CH:1]1([Mg]Br)[CH2:3][CH2:2]1.[CH:6]1[C:16]2[C:15]3[CH:17]=[CH:18][CH:19]=[CH:20][C:14]=3[C:13](=[O:21])[C:12]3[CH:22]=[CH:23][CH:24]=[CH:25][C:11]=3[C:10]=2[CH:9]=[CH:8][CH:7]=1.[Cl-].[NH4+]>O1CCCC1>[CH:1]1([C:13]2([OH:21])[C:14]3[CH:20]=[CH:19][CH:18]=[CH:17][C:15]=3[C:16]3[CH:6]=[CH:7][CH:8]=[CH:9][C:10]=3[C:11]3[CH:25]=[CH:24][CH:23]=[CH:22][C:12]2=3)[CH2:3][CH2:2]1 |f:2.3|. Reactants: [Br-], COc1ccc(C(Cc2ccc(Br)cc2)C(=O)N(C)OC)cc1, C1CCOC1, C[Mg+]. Yields the product COc1ccc(C(Cc2ccc(Br)cc2)C(C)=O)cc1. RXN SMILES: [Br-:24].[Br:1][c:2]1[cH:3][cH:4][c:5]([CH2:8][CH:9]([C:10](=[O:11])[N:12]([O:13][CH3:14])[CH3:15])[c:16]2[cH:17][cH:18][c:19]([O:22][CH3:23])[cH:20][cH:21]2)[cH:6][cH:7]1.[CH2:27]1[O:28][CH2:29][CH2:30][CH2:31]1.[CH3:25][Mg+:26]>>[Br:1][c:2]1[cH:3][cH:4][c:5]([CH2:8][CH:9]([C:10](=[O:11])[CH3:25])[c:16]2[cH:17][cH:18][c:19]([O:22][CH3:23])[cH:20][cH:21]2)[cH:6][cH:7]1.